Dataset: the Open Reaction Database (ORD), a public repository of structured organic reaction records. Task: describe an organic reaction: reactants, conditions, products, and yield Product: COc1ccc(C2(N(C)C(C)=O)CC2)cc1. RXN SMILES: [C:3]([CH3:4])(=[O:5])[NH:6][C:7]1([c:10]2[cH:11][cH:12][c:13]([O:16][CH3:17])[cH:14][cH:15]2)[CH2:8][CH2:9]1.[Cl-:25].[H-:1].[I:18][CH3:19].[NH4+:26].[Na+:2].[O:20]=[CH:21][N:22]([CH3:23])[CH3:24]>>[C:3]([CH3:4])(=[O:5])[N:6]([C:7]1([c:10]2[cH:11][cH:12][c:13]([O:16][CH3:17])[cH:14][cH:15]2)[CH2:8][CH2:9]1)[CH3:19]. Starting materials: COc1ccc(C2(NC(C)=O)CC2)cc1, [Cl-], [H-], CI, [NH4+], [Na+], CN(C)C=O. Reactants: CC(=O)OCCC1(Sc2cc(C(C)(C)C)c(O)c(C(C)(C)C)c2)CCN(C(=O)OC(C)(C)C)CC1, Cl, C1COCCO1. Product: Cl, CC(=O)OCCC1(Sc2cc(C(C)(C)C)c(O)c(C(C)(C)C)c2)CCNCC1. Reaction SMILES: [C:1]([O:2][C:3](=[O:4])[N:8]1[CH2:9][CH2:10][C:11]([S:14][c:15]2[cH:16][c:17]([C:26]([CH3:27])([CH3:28])[CH3:29])[c:18]([OH:25])[c:19]([C:21]([CH3:22])([CH3:23])[CH3:24])[cH:20]2)([CH2:30][CH2:31][O:32][C:33]([CH3:34])=[O:35])[CH2:12][CH2:13]1)([CH3:5])([CH3:6])[CH3:7].[ClH:36].[O:37]1[CH2:38][CH2:39][O:40][CH2:41][CH2:42]1>>[ClH:36].[NH:8]1[CH2:9][CH2:10][C:11]([S:14][c:15]2[cH:16][c:17]([C:26]([CH3:27])([CH3:28])[CH3:29])[c:18]([OH:25])[c:19]([C:21]([CH3:22])([CH3:23])[CH3:24])[cH:20]2)([CH2:30][CH2:31][O:32][C:33]([CH3:34])=[O:35])[CH2:12][CH2:13]1. Starting materials: C(CC=C)C1=C(N=NN1C1=CC=C(C=C1)NC(OC(C)(C)C)=O)C(=O)NC1CC1 (tert-butyl 4-{5-(3-buten-1-yl)-4-[(cyclopropylamino)carbonyl]-1H-1,2,3-triazol-1-yl}phenylcarbamate), FC(C(=O)O)(F)F (trifluoroacetic acid), ClC(=O)OC1=CC=C(C=C1)[N+](=O)[O-] (4-nitrophenyl chloroformate), C(C)N (ethylamine). The reagents and catalysts are CN(C1=CC=NC=C1)C (N,N-dimethylpyridin-4-amine). Solvent: C(C)(=O)OCC (ethyl acetate), ClCCl (dichloromethane), ClCCl (dichloromethane), ClCCl (dichloromethane), O1CCCC1 (tetrahydrofuran). Run at time 11 hour. Product: C(CC=C)C1=C(N=NN1C1=CC=C(C=C1)NC(=O)NCC)C(=O)NC1CC1 (5-(3-buten-1-yl)-N-cyclopropyl-1-(4-{[(ethylamino)carbonyl]amino}phenyl)-1H-1,2,3-triazole-4-carboxamide). The yield is 70.3%. RXN SMILES: [CH2:1]([C:5]1[N:9]([C:10]2[CH:15]=[CH:14][C:13]([NH:16][C:17](=O)[O:18]C(C)(C)C)=[CH:12][CH:11]=2)[N:8]=[N:7][C:6]=1[C:24]([NH:26][CH:27]1[CH2:29][CH2:28]1)=[O:25])[CH2:2][CH:3]=[CH2:4].FC(F)(F)C(O)=O.ClC(OC1C=C[C:44]([N+:47]([O-])=O)=[CH:43]C=1)=O.C(N)C>ClCCl.CN(C)C1C=CN=CC=1.O1CCCC1.C(OCC)(=O)C>[CH2:1]([C:5]1[N:9]([C:10]2[CH:11]=[CH:12][C:13]([NH:16][C:17]([NH:47][CH2:44][CH3:43])=[O:18])=[CH:14][CH:15]=2)[N:8]=[N:7][C:6]=1[C:24]([NH:26][CH:27]1[CH2:29][CH2:28]1)=[O:25])[CH2:2][CH:3]=[CH2:4]. Procedure details: To a solution of tert-butyl 4-{5-(3-buten-1-yl)-4-[(cyclopropylamino)carbonyl]-1H-1,2,3-triazol-1-yl}phenylcarbamate (1.58 g) obtained in Example 40d) in dichloromethane (20 ml) was added trifluoroacetic acid (5.0 ml). The reaction mixture was stirred at room temperature for 11 hr and the solvent was evaporated under reduced pressure. The residue was dissolved in chloroform, and washed with 1M aqueous sodium hydroxide solution. The organic layer was dried over anhydrous sodium sulfate, and the s...